Dataset: the Open Reaction Database (ORD), a public repository of structured organic reaction records. Task: describe an organic reaction: reactants, conditions, products, and yield The reactants are C(C)(=O)O (acetic acid), C(C)(C)(C)C(=O)OC(=O)C([C@](O)([C@H](O)C(O)C(C)=O)C(C)=O)(F)F (1-(t-butylcarbonyloxy)-3,5-bis(acetyl)-2-deoxy-2,2-difluororibose), solution, CC(C)([O-])C.[K+] (potassium t-butoxide). Run in O1CCCC1 (tetrahydrofuran), O1CCCC1 (tetrahydrofuran). Run at temperature -65 celsius, time 1 hour. Yields the product C(C)(C)(C)C(=O)OC(=O)C([C@H](O)[C@H](O)C(O)C(C)=O)(F)F (1-(t-butylcarbonyloxy)-5-acetyl-2-deoxy-2,2-difluororibose). Yield: 137.7%. Reaction SMILES: [C:1]([C:5]([O:7][C:8]([C:10]([F:24])([F:23])[C@@:11](C(=O)C)([C@@H:13]([CH:15]([C:17](=[O:19])[CH3:18])[OH:16])[OH:14])[OH:12])=[O:9])=[O:6])([CH3:4])([CH3:3])[CH3:2].CC(C)([O-])C.[K+].C(O)(=O)C>O1CCCC1>[C:1]([C:5]([O:7][C:8]([C:10]([F:23])([F:24])[C@@H:11]([C@@H:13]([CH:15]([C:17](=[O:19])[CH3:18])[OH:16])[OH:14])[OH:12])=[O:9])=[O:6])([CH3:4])([CH3:2])[CH3:3] |f:1.2|. Procedure: To a solution of 0.5 g (approximately 1 mmol) crude 1-(t-butylcarbonyloxy)-3,5-bis(acetyl)-2-deoxy-2,2-difluororibose in tetrahydrofuran (5 ml) cooled to -65° C. were added 2.0 ml of a 1M solution of potassium t-butoxide in tetrahydrofuran (2 mmol) dropwise and the reaction mixture stirred 1 hour at -65° C. The reaction was then quenched with 0.23 ml of glacial acetic acid (4 mmol) and allowed to warm to room temperature. The reaction mixture was concentrated under reduced pressure to give 0.43 ... The reactants are [Al+3], CC(=O)N(C)CC(COc1cc(C)cs1)Cc1ccccc1, [H-], [H-], [H-], [H-], [Li+], [Na+], [OH-], O. The product is CCN(C)CC(COc1cc(C)cs1)Cc1ccccc1. RXN SMILES: [Al+3:24].[CH3:1][N:2]([C:3]([CH3:4])=[O:5])[CH2:6][CH:7]([CH2:8][O:9][c:10]1[s:11][cH:12][c:13]([CH3:15])[cH:14]1)[CH2:16][c:17]1[cH:18][cH:19][cH:20][cH:21][cH:22]1.[H-:23].[H-:26].[H-:27].[H-:28].[Li+:25].[Na+:30].[OH-:29].[OH2:31]>>[CH3:1][N:2]([CH2:3][CH3:4])[CH2:6][CH:7]([CH2:8][O:9][c:10]1[s:11][cH:12][c:13]([CH3:15])[cH:14]1)[CH2:16][c:17]1[cH:18][cH:19][cH:20][cH:21][cH:22]1. Reactants: ClC=1C=C(C(=O)N)C=CC1C(=O)N1CC=2N(CC3=C1C=CC=C3)C=CC2 (3-chloro-4-(5H,11H-pyrrolo[2,1-c][1,4]benzodiazepine-10-carbonyl)-benzamide), COC(N(C)C)OC (dimethylformamide dimethylacetal). Product: CN(C)C=NC(C1=CC(=C(C=C1)C(=O)N1CC=2N(CC3=C1C=CC=C3)C=CC2)Cl)=O (N-(Dimethylaminomethylene)-3-chloro-4-(5H,11H-pyrrolo[2,1-c][1,4]benzodiazepine-10-carbonyl)-benzamide). Reaction SMILES: [Cl:1][C:2]1[CH:3]=[C:4]([CH:8]=[CH:9][C:10]=1[C:11]([N:13]1[C:19]2[CH:20]=[CH:21][CH:22]=[CH:23][C:18]=2[CH2:17][N:16]2[CH:24]=[CH:25][CH:26]=[C:15]2[CH2:14]1)=[O:12])[C:5]([NH2:7])=[O:6].CO[CH:29](OC)[N:30]([CH3:32])[CH3:31]>>[CH3:29][N:30]([CH:32]=[N:7][C:5](=[O:6])[C:4]1[CH:8]=[CH:9][C:10]([C:11]([N:13]2[C:19]3[CH:20]=[CH:21][CH:22]=[CH:23][C:18]=3[CH2:17][N:16]3[CH:24]=[CH:25][CH:26]=[C:15]3[CH2:14]2)=[O:12])=[C:2]([Cl:1])[CH:3]=1)[CH3:31]. Procedure: The title compound was prepared in the same manner as described in Example 80, employing 3-chloro-4-(5H,11H-pyrrolo[2,1-c][1,4]benzodiazepine-10-carbonyl)-benzamide (1.83 g) and dimethylformamide dimethylacetal (5.3 ml), MS (EI), m/z::420 (M)+. Reactants: C(C)S(=O)(=O)N1N=C(C=C1)N (1-ethanesulfonyl-1H-pyrazol-3-ylamine), C1(=CC=CC=C1)P(C1=CC=CC=C1)C1=CC=CC=C1 (Triphenylphosphine), BrN1C(CCC1=O)=O (N-bromosuccinimide), ClC=1C=C(C=CC1S(=O)(=O)C)[C@H](C(=O)NC1=NN(C=C1)C)CC1CCCC1 (3-[2(R)-(3-chloro-4-methanesulfonyl-phenyl)-3-cyclopentyl-propionylamino]-1-methyl-pyrazole), N1=C(C=CC=C1C)C (2,6-lutidine). Solvent: C(C)(=O)OCC (ethyl acetate), C(Cl)Cl (methylene chloride). Run at temperature 0 celsius, time 3 hour. Product: ClC=1C=C(C=CC1S(=O)(=O)C)[C@H](C(=O)NC1=NN(C=C1)S(=O)(=O)CC)CC1CCCC1 (2(R)-(3-chloro-4-methanesulfonyl-phenyl)-3-cyclopentyl-N-(1-ethanesulfonyl-1H-pyrazol-3-yl)-propionamide). The yield is 45.9%. Reaction SMILES: C1(P(C2C=CC=CC=2)C2C=CC=CC=2)C=CC=CC=1.BrN1C(=O)CCC1=O.[Cl:28][C:29]1[CH:30]=[C:31]([C@@H:39]([CH2:49][CH:50]2[CH2:54][CH2:53][CH2:52][CH2:51]2)[C:40]([NH:42][C:43]2[CH:47]=[CH:46][N:45](C)[N:44]=2)=[O:41])[CH:32]=[CH:33][C:34]=1[S:35]([CH3:38])(=[O:37])=[O:36].[CH2:55]([S:57](N1C=CC(N)=N1)(=[O:59])=[O:58])[CH3:56].N1C(C)=CC=CC=1C>C(Cl)Cl.C(OCC)(=O)C>[Cl:28][C:29]1[CH:30]=[C:31]([C@@H:39]([CH2:49][CH:50]2[CH2:51][CH2:52][CH2:53][CH2:54]2)[C:40]([NH:42][C:43]2[CH:47]=[CH:46][N:45]([S:57]([CH2:55][CH3:56])(=[O:59])=[O:58])[N:44]=2)=[O:41])[CH:32]=[CH:33][C:34]=1[S:35]([CH3:38])(=[O:36])=[O:37]. Reported procedure: Triphenylphosphine (216 mg, 0.83 mmol) was dissolved in methylene chloride (8 mL) and cooled to 0° C. To this solution was added N-bromosuccinimide (166 mg, 0.94 mmol) and was stirred at 0° C. until it was completely dissolved and became light purple in color. The 2(R)-(3-chloro-4-methanesulfonyl-phenyl)-3-cyclopentyl-propionic acid (prepared as in PCT WO 2004/052869 A1, Example 1, 182 mg, 0.55 mmol) was then added and it was stirred at 0° C. for 15 min and then warmed to 25° C. and stirred for ...